describe an organic reaction: reactants, conditions, products, and yield From a dataset of the Open Reaction Database (ORD), a public repository of structured organic reaction records. Run in C(Cl)Cl (methylene chloride), C(Cl)Cl (methylene chloride). Reactants: [Cl-].[Al+3].[Cl-].[Cl-] (aluminum chloride), ice water, ClC1=C(C=CC(=C1)Cl)CC(=O)Cl (2,4-dichlorophenylacetyl chloride), C=C (ethylene). As a reaction SMILES: [Cl:1][C:2]1[CH:7]=[C:6]([Cl:8])[CH:5]=[CH:4][C:3]=1[CH2:9][C:10](Cl)=[O:11].[Cl-].[Al+3].[Cl-].[Cl-].[CH2:17]=[CH2:18]>C(Cl)Cl>[Cl:8][C:6]1[CH:5]=[C:4]2[C:3](=[C:2]([Cl:1])[CH:7]=1)[CH2:9][C:10](=[O:11])[CH2:18][CH2:17]2 |f:1.2.3.4|. Procedure details: 149.4 g of 2,4-dichlorophenylacetyl chloride dissolved in 200 ml of methylene chloride were added dropwise within 60 minutes to 115 g of aluminum chloride in 700 ml of methylene chloride while stirring at 0° to 5°. Thereafter, ethylene was introduced at between 0° and 5° during 30 minutes, whereupon the mixture was stirred further at room temperature for 1 hour and thereafter treated at between 0° and 5° with 300 ml of ice-water. The methylene chloride phase was washed, respectively, with 2N hyd... Reaction conditions: time 72 hour. Yields the product ClC=1C=C2CCC(CC2=C(C1)Cl)=O (6.8-dichloro-3,4-dihydro-2(1H)-naphthalenone).